This data is from the Open Reaction Database (ORD), a public repository of structured organic reaction records. The task is: describe an organic reaction: reactants, conditions, products, and yield The product is COC(=O)C(Cl)(CCC(F)(F)C(F)(F)F)S(=O)(=O)CCC(F)(F)C(F)(F)F. The reactants are CS(C)=O, Cl[Cu]Cl, Cl, COC(=O)C(CCC(F)(F)C(F)(F)F)S(=O)(=O)CCC(F)(F)C(F)(F)F, [H-], [Na+]. RXN SMILES: [CH3:33][S:34]([CH3:35])=[O:36].[Cl:30][Cu:31][Cl:32].[ClH:29].[F:1][C:2]([CH2:3][CH2:4][CH:5]([C:6](=[O:7])[O:8][CH3:9])[S:10](=[O:11])(=[O:12])[CH2:13][CH2:14][C:15]([C:16]([F:17])([F:18])[F:19])([F:20])[F:21])([C:22]([F:23])([F:24])[F:25])[F:26].[H-:27].[Na+:28]>>[F:1][C:2]([CH2:3][CH2:4][C:5]([C:6](=[O:7])[O:8][CH3:9])([S:10](=[O:11])(=[O:12])[CH2:13][CH2:14][C:15]([C:16]([F:17])([F:18])[F:19])([F:20])[F:21])[Cl:29])([C:22]([F:23])([F:24])[F:25])[F:26]. The reactants are CN([SiH](C)C)[Si](C)(C)C, ClCCl, N, Cc1ccc(S(=O)(=O)NO)cc1, O=S(=O)(O)O, O=P(NP(=O)(Oc1ccccc1)Oc1ccccc1)(Oc1ccccc1)Oc1ccccc1. The product is Cc1ccc(S(=O)(=O)NO[Si](C)(C)C)cc1. RXN SMILES: [CH3:1][SiH:2]([CH3:3])[N:8]([Si:4]([CH3:5])([CH3:6])[CH3:7])[CH3:9].[Cl:61][CH2:62][Cl:63].[NH3:55].[OH:10][NH:11][S:12](=[O:13])(=[O:14])[c:15]1[cH:16][cH:17][c:18]([CH3:21])[cH:19][cH:20]1.[S:56](=[O:57])(=[O:58])([OH:59])[OH:60].[c:22]1([O:23][P:24]([NH:25][P:26]([O:27][c:28]2[cH:29][cH:30][cH:31][cH:32][cH:33]2)([O:34][c:35]2[cH:36][cH:37][cH:38][cH:39][cH:40]2)=[O:41])(=[O:42])[O:43][c:44]2[cH:45][cH:46][cH:47][cH:48][cH:49]2)[cH:50][cH:51][cH:52][cH:53][cH:54]1>>[Si:4]([CH3:5])([CH3:6])([CH3:7])[O:10][NH:11][S:12](=[O:13])(=[O:14])[c:15]1[cH:16][cH:17][c:18]([CH3:21])[cH:19][cH:20]1. Starting materials: C1C(C(=C1c1ccccc1)C)=O. The reagents and catalysts are c1ccc(cc1)-c2c3ccccc3cc4ccccc24 (9-Phenylanthracene), c1(c2c3c(ccc2O)cccc3)c2c(ccc1O)cccc2 ((S)-BINOL), C(S(=O)(=O)[O-])(F)(F)F.[Rh+].C1CC=CCCC=C1.C1CC=CCCC=C1 (Rh(COD)2OTf). Solvent: C(CCl)Cl (DCE). Conditions: time nan hour. Yields the product CC1CNC(=O)c2ccccc12. As a reaction SMILES: [CH3:1][C:2]([C:5](=[O:6])[CH2:4]1)=[C:3]1[c:7]2[cH:11]c[cH:10][cH:9][cH:8]2>>[CH3:1][CH:2]1[c:3]([c:7]2[C:11](=[O:6])N[CH2:5]1)[cH:4][cH:10][cH:9][cH:8]2. Reactants: C(C1=CC=CC=C1)OC=1C(=NC=C(C1)Br)N (3-benzyloxy-5-bromo-pyridin-2-ylamine), CC1(OB(OC1(C)C)C1=CC=C(C(=O)O)C=C1)C (4-(4,4,5,5-tetramethyl-[1,3,2]dioxaborolan-2-yl)-benzoic acid). Yields the product NC1=NC=C(C(=O)O)C=C1OCC1=CC=CC=C1 (6-Amino-5-benzyloxy-nicotinic acid). As a reaction SMILES: [CH2:1]([O:8][C:9]1[C:10]([NH2:16])=[N:11][CH:12]=[C:13](Br)[CH:14]=1)[C:2]1[CH:7]=[CH:6][CH:5]=[CH:4][CH:3]=1.CC1(C)C(C)(C)OB(C2C=CC([C:29]([OH:31])=[O:30])=CC=2)O1>>[NH2:16][C:10]1[C:9]([O:8][CH2:1][C:2]2[CH:7]=[CH:6][CH:5]=[CH:4][CH:3]=2)=[CH:14][C:13]([C:29]([OH:31])=[O:30])=[CH:12][N:11]=1. Procedure: 6-Amino-5-benzyloxy-nicotinic acid was prepared according to procedure 3 from 3-benzyloxy-5-bromo-pyridin-2-ylamine and 4-(4,4,5,5-tetramethyl-[1,3,2]dioxaborolan-2-yl)-benzoic acid. MS m/z 321 (M+1). Reactants: P(=O)(OC[C@H]1O[C@H]([C@@H]2OC(O[C@@H]21)(C)C)N2C(C(=NC=C2)C(=O)N)=O)(OCC2=CC=CC=C2)OCC2=CC=CC=C2 ({(3aR,4R,6R,6aR)-6-[3-(aminocarbonyl)-2-oxo-1(2H)-pyrazinyl]-2,2-dimethyltetrahydrofuro[3,4-d][1,3]dioxol-4-yl]methyl dibenzyl phosphate), Cl (hydrochloric acid). Run in O1CCCC1 (tetrahydrofuran), O (water). Reaction conditions: time 2 day. Product: P(=O)(OC[C@H]1O[C@H]([C@@H]([C@@H]1O)O)N1C(C(=NC=C1)C(=O)N)=O)(OCC1=CC=CC=C1)OCC1=CC=CC=C1 ({(2R,3S,4R,5R)-5-[3-(aminocarbonyl)-2-oxo-1(2H)-pyrazinyl]-3,4-dihydroxytetrahydro-2-furanyl}methyl dibenzyl phosphate). Isolated yield 43.0%. As a reaction SMILES: [P:1]([O:33][CH2:34][C:35]1[CH:40]=[CH:39][CH:38]=[CH:37][CH:36]=1)([O:25][CH2:26][C:27]1[CH:32]=[CH:31][CH:30]=[CH:29][CH:28]=1)([O:3][CH2:4][C@@H:5]1[C@@H:12]2[C@@H:8]([O:9]C(C)(C)[O:11]2)[C@H:7]([N:15]2[CH:20]=[CH:19][N:18]=[C:17]([C:21]([NH2:23])=[O:22])[C:16]2=[O:24])[O:6]1)=[O:2].Cl>O1CCCC1.O>[P:1]([O:25][CH2:26][C:27]1[CH:32]=[CH:31][CH:30]=[CH:29][CH:28]=1)([O:33][CH2:34][C:35]1[CH:40]=[CH:39][CH:38]=[CH:37][CH:36]=1)([O:3][CH2:4][C@@H:5]1[C@@H:12]([OH:11])[C@@H:8]([OH:9])[C@H:7]([N:15]2[CH:20]=[CH:19][N:18]=[C:17]([C:21]([NH2:23])=[O:22])[C:16]2=[O:24])[O:6]1)=[O:2]. Procedure details: In a mixture of 2 mL of tetrahydrofuran and 1 mL of water was dissolved 100 mg of {(3aR,4R,6R,6aR)-6-[3-(aminocarbonyl)-2-oxo-1(2H)-pyrazinyl]-2,2-dimethyltetrahydrofuro[3,4-d][1,3]dioxol-4-yl]methyl dibenzyl phosphate. After adjusting the pH value to 0.5 with 6 mol/L hydrochloric acid, the mixture was left to stand at room temperature for 2 days. The deposited solid matter was collected by filtration and washed with ethanol to obtain 40 mg of {(2R,3S,4R,5R)-5-[3-(aminocarbonyl)-2-oxo-1(2H)-pyra... Starting materials: BrC=1C=C(C=CC1)C1=NC(=CC(=N1)C1=CC(=C(C=C1)C(F)(F)F)OCC(F)(F)F)C(F)(F)F (2-(3-bromophenyl)-4-[3-(2,2,2-trifluoro-ethoxy)-4-trifluoromethyl-phenyl]-6-trifluoromethyl-pyrimidine), C(C)(C)(C)NS(=O)(=O)C=1C=C(C=CC1)B(O)O (3-(tert.-butylsulfamoyl)phenylboronic acid). Product: C(C)(C)(C)NS(=O)(=O)C=1C=C(C=CC1)C1=CC(=CC=C1)C1=NC(=CC(=N1)C1=CC(=C(C=C1)C(F)(F)F)OCC(F)(F)F)C(F)(F)F (3′-{4-[3-(2,2,2-Trifluoro-ethoxy)-4-trifluoromethyl-phenyl]-6-trifluoromethyl-pyrimidin-2-yl}-biphenyl-3-sulfonic acid tert-butylamide), solid. As a reaction SMILES: Br[C:2]1[CH:3]=[C:4]([C:8]2[N:13]=[C:12]([C:14]3[CH:19]=[CH:18][C:17]([C:20]([F:23])([F:22])[F:21])=[C:16]([O:24][CH2:25][C:26]([F:29])([F:28])[F:27])[CH:15]=3)[CH:11]=[C:10]([C:30]([F:33])([F:32])[F:31])[N:9]=2)[CH:5]=[CH:6][CH:7]=1.[C:34]([NH:38][S:39]([C:42]1[CH:43]=[C:44](B(O)O)[CH:45]=[CH:46][CH:47]=1)(=[O:41])=[O:40])([CH3:37])([CH3:36])[CH3:35]>>[C:34]([NH:38][S:39]([C:42]1[CH:47]=[C:46]([C:2]2[CH:7]=[CH:6][CH:5]=[C:4]([C:8]3[N:13]=[C:12]([C:14]4[CH:19]=[CH:18][C:17]([C:20]([F:21])([F:23])[F:22])=[C:16]([O:24][CH2:25][C:26]([F:29])([F:28])[F:27])[CH:15]=4)[CH:11]=[C:10]([C:30]([F:32])([F:31])[F:33])[N:9]=3)[CH:3]=2)[CH:45]=[CH:44][CH:43]=1)(=[O:41])=[O:40])([CH3:37])([CH3:35])[CH3:36]. Procedure details: 3′-{4-[3-(2,2,2-Trifluoro-ethoxy)-4-trifluoromethyl-phenyl]-6-trifluoromethyl-pyrimidin-2-yl}-biphenyl-3-sulfonic acid tert-butylamide was prepared from 2-(3-bromophenyl)-4-[3-(2,2,2-trifluoro-ethoxy)-4-trifluoromethyl-phenyl]-6-trifluoromethyl-pyrimidine (example E.55) (0.38 g, 0.69 mmol) and commercially available 3-(tert.-butylsulfamoyl)phenylboronic acid (0.23 g, 0.89 mmol) according to the general procedure VI. Obtained as light yellow solid (0.45 g), which was subsequently deprotected. Reactants: Cl (hydrochloric acid), O (water), [OH-].[Na+] (sodium hydroxide), C(C)OC(C(CS(=O)C(C)(C)C)CC1=CC=CC=C1)=O (2-benzyl-3-tert.-butylsulphinyl-propionic acid ethyl ester). Run in CO (methanol). Reaction conditions: time 16 hour. Product: C(C1=CC=CC=C1)C(C(=O)O)CS(=O)C(C)(C)C (2-benzyl-3-tert.-butylsulphinyl-propionic acid). As a reaction SMILES: C([O:3][C:4](=[O:20])[CH:5]([CH2:13][C:14]1[CH:19]=[CH:18][CH:17]=[CH:16][CH:15]=1)[CH2:6][S:7]([C:9]([CH3:12])([CH3:11])[CH3:10])=[O:8])C.O.[OH-].[Na+].Cl>CO>[CH2:13]([CH:5]([CH2:6][S:7]([C:9]([CH3:12])([CH3:11])[CH3:10])=[O:8])[C:4]([OH:20])=[O:3])[C:14]1[CH:19]=[CH:18][CH:17]=[CH:16][CH:15]=1 |f:2.3|. Reported procedure: 3.2 g of 2-benzyl-3-tert.-butylsulphinyl-propionic acid ethyl ester are dissolved in 30 ml of methanol, and 30 ml of water and 10.8 ml of 1N sodium hydroxide solution are added thereto. The mixture is stirred at room temperature for 16 hours, neutralised with 10.8 ml of 1N hydrochloric acid and concentrated in vacuo. The residue is purified by flash chromatography on 150 g of silica gel 60 (eluant J). Rf (J)=0.38. The reactants are COC(=O)c1ncc(CN)nc1Nc1ccc([Si](C)(C)C)cc1F, CC(=O)OC(C)=O, O=CO. Product: COC(=O)c1ncc(CNC=O)nc1Nc1ccc([Si](C)(C)C)cc1F. RXN SMILES: [CH3:1][O:2][C:3](=[O:4])[c:5]1[n:6][cH:7][c:8]([CH2:23][NH2:24])[n:9][c:10]1[NH:11][c:12]1[c:13]([F:22])[cH:14][c:15]([Si:18]([CH3:19])([CH3:20])[CH3:21])[cH:16][cH:17]1.[CH3:25][C:26](=[O:27])[O:28][C:29](=[O:30])[CH3:31].[CH:32]([OH:33])=[O:34]>>[CH3:1][O:2][C:3](=[O:4])[c:5]1[n:6][cH:7][c:8]([CH2:23][NH:24][CH:26]=[O:27])[n:9][c:10]1[NH:11][c:12]1[c:13]([F:22])[cH:14][c:15]([Si:18]([CH3:19])([CH3:20])[CH3:21])[cH:16][cH:17]1. Procedure: 2-{[4-(Chloromethyl)pyridin-2-yl]amino}-1,3-thiazole-5-carbonitrile (180 mg, 0.72 mmole) and 1-glycoloylpiperazine hydrochloride (259 mg, 1.44 mmole) were combined in DMSO (2 mL). To this was added diisopropylethylamine (0.38 mL, 2.15 mmole) at RT. After 3 hr the mixture was diluted with H2O and extracted with EtOAc (3×g). The combined organic layers were dried (MgSO4), filtered, and concentrated. Flash column chromatography (gradient, 5-15% EtOH/EtOAc then 5-10% MeOH/CHCl3) gave the title compo... The solvent is CS(=O)C (DMSO), O (H2O). Starting materials: ClCC1=CC(=NC=C1)NC=1SC(=CN1)C#N (2-{[4-(Chloromethyl)pyridin-2-yl]amino}-1,3-thiazole-5-carbonitrile), Cl.C(CO)(=O)N1CCNCC1 (1-glycoloylpiperazine hydrochloride), C(C)(C)N(CC)C(C)C (diisopropylethylamine). RXN SMILES: Cl[CH2:2][C:3]1[CH:8]=[CH:7][N:6]=[C:5]([NH:9][C:10]2[S:11][C:12]([C:15]#[N:16])=[CH:13][N:14]=2)[CH:4]=1.Cl.[C:18]([N:22]1[CH2:27][CH2:26][NH:25][CH2:24][CH2:23]1)(=[O:21])[CH2:19][OH:20].C(N(C(C)C)CC)(C)C>CS(C)=O.O>[OH:20][CH2:19][C:18]([N:22]1[CH2:27][CH2:26][N:25]([CH2:2][C:3]2[CH:8]=[CH:7][N:6]=[C:5]([NH:9][C:10]3[S:11][C:12]([C:15]#[N:16])=[CH:13][N:14]=3)[CH:4]=2)[CH2:24][CH2:23]1)=[O:21] |f:1.2|. Product: OCC(=O)N1CCN(CC1)CC1=CC(=NC=C1)NC=1SC(=CN1)C#N (2-{4-[4-(2-Hydroxy-ethanoyl)-piperazin-1-ylmethyl]-pyridin-2-ylamino}-thiazole-5-carbonitrile). RXN SMILES: [NH2:1][CH2:2][C:3]1[CH:8]=[C:7]([OH:9])[C:6]([O:10][CH3:11])=[CH:5][N:4]=1.CO[CH:14]=[C:15]1[C:24]2[C:19](=[CH:20][CH:21]=[C:22]([I:25])[CH:23]=2)[C:18](=[O:26])[NH:17][C:16]1=[O:27]>CN(C)C=O>[I:25][C:22]1[CH:23]=[C:24]2[C:19](=[CH:20][CH:21]=1)[C:18](=[O:26])[NH:17][C:16](=[O:27])[C:15]2=[CH:14][NH:1][CH2:2][C:3]1[CH:8]=[C:7]([OH:9])[C:6]([O:10][CH3:11])=[CH:5][N:4]=1. The product is IC=1C=C2C(C(NC(C2=CC1)=O)=O)=CNCC1=NC=C(C(=C1)O)OC (6-Iodo-4-{[(4-hydroxy-5-methoxy-pyridin-2-ylmethyl)-amino]-methylene}-4H-isoquinoline-1,3-dione). Conditions: time 1 hour. Reactants: NCC1=NC=C(C(=C1)O)OC (2-aminomethyl-5-methoxy-pyridin-4-ol), COC=C1C(NC(C2=CC=C(C=C12)I)=O)=O (4-methoxymethylene-6-iodo-4H-isoquinoline-1,3-dione). Solvent: CN(C=O)C (N,N-dimethylformamide). Procedure details: A mixture of 2-aminomethyl-5-methoxy-pyridin-4-ol (116 mg, 0.75 mmole), 4 mL of N,N-dimethylformamide and 4-methoxymethylene-6-iodo-4H-isoquinoline-1,3-dione (247 mg, 0.75 mmole) is added and the reaction mixture stirred for one hour. The reaction mixture is evaporated to dryness and treated with acetonitrile, the solid filtered and dried to give a pink solid, 293 mg, (87%); MS (ES+): m/z 451.9 (M+H).